From a dataset of the Open Reaction Database (ORD), a public repository of structured organic reaction records. describe an organic reaction: reactants, conditions, products, and yield The reactants are O=C([O-])[O-], C1CCNC1, CC#N, OCCCCl, [K+], [K+]. Yields the product OCCCN1CCCC1. Reaction SMILES: [C:11](=[O:12])([O-:13])[O-:14].[CH2:1]1[CH2:2][CH2:3][NH:4][CH2:5]1.[CH3:17][C:18]#[N:19].[Cl:6][CH2:7][CH2:8][CH2:9][OH:10].[K+:15].[K+:16]>>[CH2:1]1[CH2:2][CH2:3][N:4]([CH2:7][CH2:8][CH2:9][OH:10])[CH2:5]1. Starting materials: COC(=O)C1=CC=C(O1)C=1C2=C(N(N1)C1=CC=CC=C1)[Se]C=C2 (3-(5-Methoxycarbonyl-2-furyl)-1-phenylselenolo[2,3-c]-pyrazole), C(C)(=O)OCC (ethyl acetate), CCCCCC (n-hexane). The solvent is O (water). The product is OCC1=CC=C(O1)C=1C2=C(N(N1)C1=CC=CC=C1)[Se]C=C2 (3-(5-Hydroxymethyl-2-furyl)-1-phenylselenolo[2,3-c]pyrazole). Yield: 88.9%. Reaction SMILES: C[O:2][C:3]([C:5]1[O:9][C:8]([C:10]2[C:11]3[CH:23]=[CH:22][Se:21][C:12]=3[N:13]([C:15]3[CH:20]=[CH:19][CH:18]=[CH:17][CH:16]=3)[N:14]=2)=[CH:7][CH:6]=1)=O.C(OCC)(=O)C.CCCCCC>O>[OH:2][CH2:3][C:5]1[O:9][C:8]([C:10]2[C:11]3[CH:23]=[CH:22][Se:21][C:12]=3[N:13]([C:15]3[CH:20]=[CH:19][CH:18]=[CH:17][CH:16]=3)[N:14]=2)=[CH:7][CH:6]=1. Procedure details: 1.98 g (0.018 mole) of granular anhydrous calcium chloride, 1.377 g (0.036 mole) of sodium brorhydride and 100 ml of anhydrous THF were reacted at room temperature for 4 h to form a white dispersion of calcium borohydride (Ca(BH4)2). To the dispersion compound 78 (0.744 g, 0.002 mole) was added and was reduced by heating under refluxing for 24 h. The progress of the reduction reaction was monitored by TLC with ethyl acetate (EA):n-hexane=3:2. When the reaction was completed, the reaction mixture... Product: C(C)(CC)NC1=C(C(=C(C=C1[N+](=O)[O-])C(F)(F)F)C)[N+](=O)[O-] (N-sec-butyl-3-methyl-2,6-dinitro-4-(trifluoromethyl)aniline). Procedure details: A nitration mixture, consisting of 16.1 ml. of H2SO4 (d 1.84) and 1.9 ml. of HNO3 (d 1.5), is heated to 55° C. and 3.5 grams of 5-chloro-2-(trifluoromethyl)toluene is slowly added. The mixture is heated for one hour at 55° C. followed by one hour at 110° C. The reaction mixture is cooled and poured onto ice to give 5-chloro-2-(trifluoromethyl)-4,5-dinitrotoluene as a cream-colored solid. The product is crystallized from cyclohexane to give 3.6 grams of cream-colored crystals, melting point 81° C... Reaction SMILES: Cl[C:2]1[C:3]([N+:16]([O-:18])=[O:17])=[CH:4][C:5]([C:12]([F:15])([F:14])[F:13])=[C:6]([CH3:11])[C:7]=1[N+:8]([O-:10])=[O:9].[CH:19]([NH2:23])([CH2:21][CH3:22])[CH3:20]>C1C=CC=CC=1>[CH:19]([NH:23][C:2]1[C:3]([N+:16]([O-:18])=[O:17])=[CH:4][C:5]([C:12]([F:15])([F:14])[F:13])=[C:6]([CH3:11])[C:7]=1[N+:8]([O-:10])=[O:9])([CH2:21][CH3:22])[CH3:20]. Solvent: C1=CC=CC=C1 (benzene). Reactants: ClC=1C(=CC(=C(C1[N+](=O)[O-])C)C(F)(F)F)[N+](=O)[O-] (5-chloro-2-(trifluoromethyl)-4,6-dinitrotoluene), C(C)(CC)N (mono-sec-butylamine). Starting materials: [F-].C(CCC)[N+](CCCC)(CCCC)CCCC (tetra-n-butylammonium fluoride), solution, CN(C1=CC=C(C=C1)C(O)C#C[Si](C)(C)C)C (4-dimethylamino-α-[(trimethylsilyl)-ethynyl]-benzenemethanol). The solvent is O1CCCC1 (tetrahydrofuran), O1CCCC1 (tetrahydrofuran). Reaction conditions: time 1 hour. The product is CN(C1=CC=C(C=C1)C(O)C#C)C (4-Dimethylamino-α-(ethynyl)-benzenemethanol). Yield: 85.6%. As a reaction SMILES: [CH3:1][N:2]([CH3:17])[C:3]1[CH:8]=[CH:7][C:6]([CH:9]([C:11]#[C:12][Si](C)(C)C)[OH:10])=[CH:5][CH:4]=1.[F-].C([N+](CCCC)(CCCC)CCCC)CCC>O1CCCC1>[CH3:1][N:2]([CH3:17])[C:3]1[CH:8]=[CH:7][C:6]([CH:9]([C:11]#[CH:12])[OH:10])=[CH:5][CH:4]=1 |f:1.2|. Procedure: Place a mixture of 4-dimethylamino-α-[(trimethylsilyl)-ethynyl]-benzenemethanol (2.26 g, 9.13 mmol) and tetrahydrofuran (11 mL) under argon atmosphere. Add, by dropwise addition, tetra-n-butylammonium fluoride (11 mL of a 1 M solution in tetrahydrofuran, 11 mmol). Stir for 1 hour at room temperature and partition between ethyl ether and water. Separate the organic phase, wash with saturated aqueous sodium chloride, dry (MgSO4), filter, and concentrate in vacuo to yield 1.37 g, (85.6%) of the tit...